Dataset: the Open Reaction Database (ORD), a public repository of structured organic reaction records. Task: describe an organic reaction: reactants, conditions, products, and yield The reactants are C(C)(=O)SCCC(=O)N1CC2(C(CCC2=O)=O)C[C@H]1C(=O)O ((8S)-7-[3-(Acetylthio)-1-oxopropyl]-1,4-dioxo-7-azaspiro[4.4]nonane-8-carboxylic acid), N (ammonia). Yields the product SCCC(=O)N1CC2(C(CCC2=O)=O)C[C@H]1C(=O)O ((8S)-7-(3-mercapto-1-oxopropyl)-1,4-dioxo-7-azaspiro[4.4]nonane-8-carboxylic acid). As a reaction SMILES: C([S:4][CH2:5][CH2:6][C:7]([N:9]1[C@H:19]([C:20]([OH:22])=[O:21])[CH2:18][C:11]2([C:15](=[O:16])[CH2:14][CH2:13][C:12]2=[O:17])[CH2:10]1)=[O:8])(=O)C.N>>[SH:4][CH2:5][CH2:6][C:7]([N:9]1[C@H:19]([C:20]([OH:22])=[O:21])[CH2:18][C:11]2([C:15](=[O:16])[CH2:14][CH2:13][C:12]2=[O:17])[CH2:10]1)=[O:8]. Procedure: The product from part (a) is hydrolyzed with concentrated ammonia according to the procedure of Example 2 to yield (8S)-7-(3-mercapto-1-oxopropyl)-1,4-dioxo-7-azaspiro[4.4]nonane-8-carboxylic acid. Reactants: C(C)(=O)OCC (ethyl acetate), C(C1=CC=C(C=C1)OC)(=O)Cl (p-Anisoyl chloride), C(C)(C)N(CC)C(C)C (Diisopropylethylamine), NC1=CC=CC=C1 (Aniline). The solvent is C(Cl)Cl (methylene chloride). Yields the product COC1=CC=C(C(=O)NC2=CC=CC=C2)C=C1 (4-Methoxy-N-phenyl-benzamide). The yield is 25.3%. RXN SMILES: [C:1](Cl)(=[O:10])[C:2]1[CH:7]=[CH:6][C:5]([O:8][CH3:9])=[CH:4][CH:3]=1.[NH2:12][C:13]1[CH:18]=[CH:17][CH:16]=[CH:15][CH:14]=1.C(N(C(C)C)CC)(C)C.C(OCC)(=O)C>C(Cl)Cl>[CH3:9][O:8][C:5]1[CH:6]=[CH:7][C:2]([C:1]([NH:12][C:13]2[CH:18]=[CH:17][CH:16]=[CH:15][CH:14]=2)=[O:10])=[CH:3][CH:4]=1. Reported procedure: p-Anisoyl chloride (10 g, 58.5 mmol) was dissolved in methylene chloride (500 mL) under argon. Aniline (8.0 mL, 87.7 mmol) was added dropwise with stirring. Diisopropylethylamine (10.0 mL, 58.5 mmol) was added dropwise to give a white suspension. After 3 h the contents of the reaction flask were washed with 5% potassium bisulfate then sat. sodium bicarbonate. The organic portion was dried with sodium sulfate (anh.), filtered and evaporated in vacuo to give a solid. Trituration with ethyl acetate... Starting materials: [Li].BrC=1C=C(C=C(C1)OC(F)F)C(=CC(C(=O)OCC)=O)[O-] (Lithium 1-(3-bromo-5-difluoromethoxyphenyl)-4-ethoxy-3,4-dioxobut-1-en-1-olate), ClC=1C=C(C=C(C1)F)C1=CC(=NN1C1=NC=CC=C1)C(=O)O (5-(3-Chloro-5-fluorophenyl)-1-(pyridin-2-yl)-1H-pyrazole-3-carboxylic acid), Cl.N1=CC(=CC=C1)NN (3-pyridylhydrazine hydrochloride). The product is BrC=1C=C(C=C(C1)OC(F)F)C1=CC(=NN1C=1C=NC=CC1)C(=O)O (5-(3-Bromo-5-difluoromethoxyphenyl)-1-(pyridin-3-yl)-1H-pyrazole-3-carboxylic acid). As a reaction SMILES: [Li].[Br:2][C:3]1[CH:4]=[C:5]([C:13]([O-])=[CH:14][C:15](=O)[C:16]([O:18]CC)=[O:17])[CH:6]=[C:7]([O:9][CH:10]([F:12])[F:11])[CH:8]=1.ClC1C=C(C2N(C3C=CC=CN=3)N=C(C(O)=O)C=2)C=C(F)C=1.Cl.[N:46]1[CH:51]=[CH:50][CH:49]=[C:48]([NH:52][NH2:53])[CH:47]=1>>[Br:2][C:3]1[CH:4]=[C:5]([C:13]2[N:52]([C:48]3[CH:47]=[N:46][CH:51]=[CH:50][CH:49]=3)[N:53]=[C:15]([C:16]([OH:18])=[O:17])[CH:14]=2)[CH:6]=[C:7]([O:9][CH:10]([F:11])[F:12])[CH:8]=1 |f:0.1,3.4,^1:0|. Procedure: 247 mg (0.67 mmol) of the compound of Example 9A is reacted analogously to the synthesis of the compound of Example 20A with 145 mg (1.00 mmol) of 3-pyridylhydrazine hydrochloride. After hydrolysis, 51 mg (19% of theory) of the title compound is obtained. Solvent: CC(C)(C)O (t-BuOH). Procedure details: To a solution of di-(dimethylethyl)-n-tetradecylmalonate 34 (4.12 g, 10.0 mmol) and t-BuOK (244 mg, 2.0 mmol) in t-BuOH (10 mL, dried over 4 Å sieves) was added a solution of benzyl acrylate (1.62 g, 10.0 mmol in 5 mL t-BuOH). The initially colorless solution immediately turned brown. It was stirred (3 h, rt) then additional t-BuOK (112 mg, 1.0 mmol) was added and the reaction continued overnight. The mixture was neutralized with AcOH then evaporated to dryness and treated with neat TFA (20 mL, ... Yields the product C(C1=CC=CC=C1)OC(CCC(CCCCCCCCCCCCCC)(C(=O)O)C(=O)O)=O (Benzyl-4,4-dicarboxyoctadecanoate). Isolated yield 49.9%. The reactants are CC(C)(C)[O-].[K+] (t-BuOK), CC(=O)O (AcOH), CC(C)(C)OC(C(C(=O)OC(C)(C)C)CCCCCCCCCCCCCC)=O (di-(Dimethylethyl)-n-tetradecylmalonate), CC(C)(C)[O-].[K+] (t-BuOK), C(C=C)(=O)OCC1=CC=CC=C1 (benzyl acrylate). As a reaction SMILES: CC([O:5][C:6](=[O:29])[CH:7]([CH2:15][CH2:16][CH2:17][CH2:18][CH2:19][CH2:20][CH2:21][CH2:22][CH2:23][CH2:24][CH2:25][CH2:26][CH2:27][CH3:28])[C:8]([O:10]C(C)(C)C)=[O:9])(C)C.CC([O-])(C)C.[K+].[C:36]([O:40][CH2:41][C:42]1[CH:47]=[CH:46][CH:45]=[CH:44][CH:43]=1)(=[O:39])[CH:37]=[CH2:38].CC(O)=O>CC(O)(C)C>[CH2:41]([O:40][C:36](=[O:39])[CH2:37][CH2:38][C:7]([C:8]([OH:10])=[O:9])([C:6]([OH:5])=[O:29])[CH2:15][CH2:16][CH2:17][CH2:18][CH2:19][CH2:20][CH2:21][CH2:22][CH2:23][CH2:24][CH2:25][CH2:26][CH2:27][CH3:28])[C:42]1[CH:47]=[CH:46][CH:45]=[CH:44][CH:43]=1 |f:1.2|. Run at time 3 hour. Reactants: Cc1ccccc1, Cl, N, CN(C)C=O, O=S(Cl)Cl, O=C(O)C1(c2ccccc2)CC1. Product: NC(=O)C1(c2ccccc2)CC1. As a reaction SMILES: [CH3:18][c:19]1[cH:20][cH:21][cH:22][cH:23][cH:24]1.[ClH:30].[NH3:17].[O:25]=[CH:26][N:27]([CH3:28])[CH3:29].[S:1]([Cl:2])([Cl:3])=[O:4].[c:5]1([C:11]2([C:14](=[O:15])[OH:16])[CH2:12][CH2:13]2)[cH:6][cH:7][cH:8][cH:9][cH:10]1>>[c:5]1([C:11]2([C:14](=[O:16])[NH2:17])[CH2:12][CH2:13]2)[cH:6][cH:7][cH:8][cH:9][cH:10]1. The reactants are COc1ccc(CO)cc1OC, N#Cc1c(F)cccc1F, [H-], [Na+], CN(C)C=O, O. Yields the product COc1ccc(COc2cccc(F)c2C#N)cc1OC. Reaction SMILES: [CH3:4][O:5][c:6]1[cH:7][c:8]([CH2:9][OH:10])[cH:11][cH:12][c:13]1[O:14][CH3:15].[F:16][c:17]1[c:18]([C:19]#[N:20])[c:21]([F:25])[cH:22][cH:23][cH:24]1.[H-:2].[Na+:3].[O:26]=[CH:27][N:28]([CH3:29])[CH3:30].[OH2:1]>>[CH3:4][O:5][c:6]1[cH:7][c:8]([CH2:9][O:10][c:21]2[c:18]([C:19]#[N:20])[c:17]([F:16])[cH:24][cH:23][cH:22]2)[cH:11][cH:12][c:13]1[O:14][CH3:15]. The reactants are CCO, [Cl-], [Fe], CC(C)(C)OC(=O)CC1(C[N+](=O)[O-])CC2CC=CC21, [NH4+], O. Yields the product CC(C)(C)OC(=O)CC1(CN)CC2CC=CC21. Reaction SMILES: [CH3:22][CH2:23][OH:24].[Cl-:20].[Fe:26].[N+:1]([O-:2])(=[O:3])[CH2:4][C:5]1([CH2:12][C:13](=[O:14])[O:15][C:16]([CH3:17])([CH3:18])[CH3:19])[CH:6]2[CH:7]=[CH:8][CH2:9][CH:10]2[CH2:11]1.[NH4+:21].[OH2:25]>>[NH2:1][CH2:4][C:5]1([CH2:12][C:13](=[O:14])[O:15][C:16]([CH3:17])([CH3:18])[CH3:19])[CH:6]2[CH:7]=[CH:8][CH2:9][CH:10]2[CH2:11]1.